Dataset: the Open Reaction Database (ORD), a public repository of structured organic reaction records. Task: describe an organic reaction: reactants, conditions, products, and yield Reactants: N1=C(N)N=C(N)N=C1N (melamine), Cl.NC(=O)N (urea hydrochloric acid), N1=C(N)N=C(N)N=C1N (melamine), Cl.NC(=O)N (urea hydrochloric acid), N1=C(N)N=C(N)N=C1N (melamine). Solvent: O (water). Product: Cl.N1=C(N)N=C(N)N=C1N (melamine hydrochloride). RXN SMILES: [N:1]1[C:8]([NH2:9])=[N:7][C:5]([NH2:6])=[N:4][C:2]=1[NH2:3].[ClH:10].NC(N)=O>O>[ClH:10].[N:1]1[C:8]([NH2:9])=[N:7][C:5]([NH2:6])=[N:4][C:2]=1[NH2:3] |f:1.2,4.5|. Procedure: 16 g of melamine powder obtained from DSM (Netherlands) were added to 67 ml of water in a beaker. Following addition of the melamine powder, 18 ml of urea hydrochloric acid (Novoc ACL) was added dropwise to the beaker with stirring until the pH of the solution reached about 1.5. Addition of the urea hydrochloric acid composition solubilized the melamine powder forming a compound of Formula I (melamine hydrochloride). Starting materials: CI (methyliodide), C(C)(=O)OCC (ethyl acetate), C(#N)C1=CC=C(C=C1)N1CCN(CC1)C(=O)N[C@@H]1CC[C@H](CC1)C(=O)OC (1-(4-cyanophenyl)-4-[[trans-4-(methoxycarbonyl)-cyclohexyl]-aminocarbonyl]-piperazine), CC(C)([O-])C.[K+] (potassium tert.butoxide). Run in CS(=O)C (dimethylsulphoxide), O (water). Reaction conditions: time 1.5 hour. The product is C(#N)C1=CC=C(C=C1)N1CCN(CC1)C(=O)N(C)[C@@H]1CC[C@H](CC1)C(=O)OC (1-(4-Cyanophenyl)-4-[N-[trans-4-(methoxycarbonyl)-cyclohexyl]-N-methyl-aminocarbonyl]-piperazine). Reaction SMILES: [C:1]([C:3]1[CH:8]=[CH:7][C:6]([N:9]2[CH2:14][CH2:13][N:12]([C:15]([NH:17][C@H:18]3[CH2:23][CH2:22][C@H:21]([C:24]([O:26][CH3:27])=[O:25])[CH2:20][CH2:19]3)=[O:16])[CH2:11][CH2:10]2)=[CH:5][CH:4]=1)#[N:2].[CH3:28]C(C)([O-])C.[K+].CI.C(OCC)(=O)C>CS(C)=O.O>[C:1]([C:3]1[CH:4]=[CH:5][C:6]([N:9]2[CH2:14][CH2:13][N:12]([C:15]([N:17]([C@H:18]3[CH2:23][CH2:22][C@H:21]([C:24]([O:26][CH3:27])=[O:25])[CH2:20][CH2:19]3)[CH3:28])=[O:16])[CH2:11][CH2:10]2)=[CH:7][CH:8]=1)#[N:2] |f:1.2|. Procedure: A solution of 2.50 g of 1-(4-cyanophenyl)-4-[[trans-4-(methoxycarbonyl)-cyclohexyl]-aminocarbonyl]-piperazine and 0.76 g of potassium tert.butoxide in 30 ml of dimethylsulphoxide is stirred for 30 minutes at ambient temperature. Then 0.5 ml of methyliodide is added dropwise and the mixture is stirred for 1.5 hours at ambient temperature. The reaction solution is diluted with 100 ml of water and the aqueous phase is extracted three times with ethyl acetate. The organic phases are washed with satu... Starting materials: O=C([O-])[O-], CC(C)(C)OC(=O)NCCCBr, COC(=O)c1cc(-c2cc(Sc3cccc(O)c3)nc(N)n2)c(C)cc1OC, CN(C)C=O, CCOC(C)=O, [Cs+], [Cs+]. The product is COC(=O)c1cc(-c2cc(Sc3cccc(OCCCNC(=O)OC(C)(C)C)c3)nc(N)n2)c(C)cc1OC. RXN SMILES: [C:29](=[O:30])([O-:31])[O-:32].[C:40]([CH3:41])([CH3:42])([CH3:43])[O:44][C:45]([NH:46][CH2:47][CH2:48][CH2:49][Br:50])=[O:51].[CH3:1][O:2][C:3]([c:4]1[c:5]([O:26][CH3:27])[cH:6][c:7]([CH3:25])[c:8](-[c:10]2[n:11][c:12]([NH2:24])[n:13][c:14]([S:16][c:17]3[cH:18][c:19]([OH:23])[cH:20][cH:21][cH:22]3)[cH:15]2)[cH:9]1)=[O:28].[CH3:35][N:36]([CH3:37])[CH:38]=[O:39].[CH3:52][CH2:53][O:54][C:55](=[O:56])[CH3:57].[Cs+:33].[Cs+:34]>>[CH3:1][O:2][C:3]([c:4]1[c:5]([O:26][CH3:27])[cH:6][c:7]([CH3:25])[c:8](-[c:10]2[n:11][c:12]([NH2:24])[n:13][c:14]([S:16][c:17]3[cH:18][c:19]([O:23][CH2:49][CH2:48][CH2:47][NH:46][C:45]([O:44][C:40]([CH3:41])([CH3:42])[CH3:43])=[O:51])[cH:20][cH:21][cH:22]3)[cH:15]2)[cH:9]1)=[O:28]. The reactants are Cc1cc2cc(S(C)(=O)=O)ccc2[nH]1, Cc1cccc2c(Cl)ccnc12. Product: Cc1[nH]c2ccc(S(C)(=O)=O)cc2c1-c1ccnc2c(C)cccc12. Reaction SMILES: [CH3:1][c:2]1[nH:3][c:4]2[cH:5][cH:6][c:7]([S:11](=[O:12])(=[O:13])[CH3:14])[cH:8][c:9]2[cH:10]1.[Cl:15][c:16]1[cH:17][cH:18][n:19][c:20]2[c:21]([CH3:26])[cH:22][cH:23][cH:24][c:25]12>>[CH3:1][c:2]1[nH:3][c:4]2[cH:5][cH:6][c:7]([S:11](=[O:12])(=[O:13])[CH3:14])[cH:8][c:9]2[c:10]1-[c:16]1[cH:17][cH:18][n:19][c:20]2[c:21]([CH3:26])[cH:22][cH:23][cH:24][c:25]12. Starting materials: SC1=CC=C(C=C1)C=1N=C2N(C1C1=CC=NC=C1)CCC2 (2-(4-mercaptophenyl)-3-(4-pyridyl)-6,7-dihydro-[5H]-pyrrolo[1,2-a]imidazole), BrCC(=O)OCC (ethyl bromoacetate). The solvent is C(Cl)Cl (methylene chloride), C(Cl)Cl (CH2Cl2), C(Cl)Cl (methylene chloride). Conditions: time 30 minute. The product is C(=O)(OCC)CSC1=CC=C(C=C1)C=1N=C2N(C1C1=CC=NC=C1)CCC2 (2-(4-Carbethoxymethylthiophenyl)-3-(4-pyridyl)-6,7-dihydro-[5H]-pyrrolo[1,2-a]imidazole). Isolated yield 27.1%. RXN SMILES: [SH:1][C:2]1[CH:7]=[CH:6][C:5]([C:8]2[N:9]=[C:10]3[CH2:21][CH2:20][CH2:19][N:11]3[C:12]=2[C:13]2[CH:18]=[CH:17][N:16]=[CH:15][CH:14]=2)=[CH:4][CH:3]=1.Br[CH2:23][C:24]([O:26][CH2:27][CH3:28])=[O:25]>C(Cl)Cl>[C:24]([CH2:23][S:1][C:2]1[CH:3]=[CH:4][C:5]([C:8]2[N:9]=[C:10]3[CH2:21][CH2:20][CH2:19][N:11]3[C:12]=2[C:13]2[CH:18]=[CH:17][N:16]=[CH:15][CH:14]=2)=[CH:6][CH:7]=1)([O:26][CH2:27][CH3:28])=[O:25]. Reported procedure: To 1.0 gm (3.4 mmole) of 2-(4-mercaptophenyl)-3-(4-pyridyl)-6,7-dihydro-[5H]-pyrrolo[1,2-a]imidazole in 50 ml methylene chloride at 0° was added a solution of 0.63 g (3.7 mmole, 0.43 ml) ethyl bromoacetate in 10 ml CH2Cl2 over a period of 10 minutes. The reaction was allowed to come to room temperature and was stirred for 30 minutes. The mixture was then diluted with methylene chloride and washed with 3N NaHCO3, saturated NaCl, treated with Na2SO4, stripped, then flash chromatographed on silica ...